Dataset: the Open Reaction Database (ORD), a public repository of structured organic reaction records. Task: describe an organic reaction: reactants, conditions, products, and yield Conditions: temperature 140 celsius. The solvent is CC(C)O (2-propanol). Reported procedure: The product mixture containing 5,7-dichloro-3-isopropyl-3H-imidazo[4,5-b]pyridine (b) (40 mg, 0.17 mmol), tyramine (120 mg, 0.87 mmol), and 2-propanol (2 mL) was heated in a sealed vial at 140° C. for 72 hr. The mixture was concentrated, and the residue was purified by preparative TLC (1:2 hexanes/ethyl acetate eluant) to afford the title compound as an off-white solid. MS m/z 331.1 (M+1). Reactants: ClC1=CC(=C2C(=N1)N(C=N2)C(C)C)Cl (5,7-dichloro-3-isopropyl-3H-imidazo[4,5-b]pyridine), NCCC1=CC=C(C=C1)O (tyramine). Reaction SMILES: [Cl:1][C:2]1[N:7]=[C:6]2[N:8]([CH:11]([CH3:13])[CH3:12])[CH:9]=[N:10][C:5]2=[C:4](Cl)[CH:3]=1.[NH2:15][CH2:16][CH2:17][C:18]1[CH:23]=[CH:22][C:21]([OH:24])=[CH:20][CH:19]=1>CC(O)C>[Cl:1][C:2]1[N:7]=[C:6]2[N:8]([CH:11]([CH3:13])[CH3:12])[CH:9]=[N:10][C:5]2=[C:4]([NH:15][CH2:16][CH2:17][C:18]2[CH:23]=[CH:22][C:21]([OH:24])=[CH:20][CH:19]=2)[CH:3]=1. Yields the product ClC1=CC(=C2C(=N1)N(C=N2)C(C)C)NCCC2=CC=C(C=C2)O (4-(2-(5-chloro-3-isopropyl-3H-imidazo[4,5-b]pyridin-7-ylamino)ethyl)phenol). The reactants are C(=O)(N1C=NC=C1)N1C=NC=C1 (1,1′-carbonyldiimidazole), ClC1=CC=C(C=C1)C1=C(C(=NC=C1)NN)C1=CC=NC=C1 (4-(4-chlorophenyl)-2-hydrazinyl-3,4′-bipyridine), O (water). Run in C1CCOC1 (THF). Run at time 45 minute. Yields the product ClC1=CC=C(C=C1)C1=C(C=2N(C=C1)C(NN2)=O)C2=CC=NC=C2 (7-(4-chlorophenyl)-8-(pyridin-4-yl)-[1,2,4]triazolo[4,3-a]pyridin-3(2H)-one). Yield: 96.0%. Reaction SMILES: [C:1]([N:8]1[CH:12]=[CH:11][N:10]=[CH:9]1)([N:3]1C=CN=C1)=[O:2].[Cl:13][C:14]1[CH:19]=[CH:18][C:17]([C:20]2C=CN=C(NN)[C:21]=2[C:28]2[CH:33]=[CH:32][N:31]=[CH:30][CH:29]=2)=[CH:16][CH:15]=1.O>C1COCC1>[Cl:13][C:14]1[CH:15]=[CH:16][C:17]([C:20]2[CH:11]=[CH:12][N:8]3[C:1](=[O:2])[NH:3][N:10]=[C:9]3[C:21]=2[C:28]2[CH:29]=[CH:30][N:31]=[CH:32][CH:33]=2)=[CH:18][CH:19]=1. Reported procedure: To a stirring solution of 1,1′-carbonyldiimidazole (2.5 g, 15.4 mmol) in THF (15 mL) at room temperature under argon was added 4-(4-chlorophenyl)-2-hydrazinyl-3,4′-bipyridine (0.92 g, 3.1 mmol). The reaction mixture was stirred at room temperature for 45 min. The reaction mixture was then concentrated under vacuum to produce a yellow solid. This solid was stirred in an ice bath and water (25 mL) was added. Solid was collected by filtration and further washed with water (15 mL×2). After drying in... Reactants: CCO, Cc1cc(C#N)ncc1[N+](=O)[O-], O=S(=O)(O)O. Yields the product CCOC(=O)c1cc(C)c([N+](=O)[O-])cn1. RXN SMILES: [CH3:18][CH2:19][OH:20].[CH3:6][c:7]1[cH:8][c:9]([C:16]#[N:17])[n:10][cH:11][c:12]1[N+:13](=[O:14])[O-:15].[S:1]([OH:2])(=[O:3])(=[O:4])[OH:5]>>[O:2]=[C:16]([c:9]1[cH:8][c:7]([CH3:6])[c:12]([N+:13](=[O:14])[O-:15])[cH:11][n:10]1)[O:20][CH2:19][CH3:18]. Reactants: C, CCO, [H][H], CCOC(=O)Cc1cccc2c(-c3ccc([N+](=O)[O-])cc3)nccc12, [Pd]. Product: CCOC(=O)Cc1cccc2c(-c3ccc(N)cc3)nccc12. As a reaction SMILES: [C:31].[CH3:28][CH2:29][OH:30].[H:26][H:27].[N+:1]([O-:2])(=[O:3])[c:4]1[cH:5][cH:6][c:7](-[c:10]2[n:11][cH:12][cH:13][c:14]3[c:15]([CH2:20][C:21](=[O:22])[O:23][CH2:24][CH3:25])[cH:16][cH:17][cH:18][c:19]23)[cH:8][cH:9]1.[Pd:32]>>[NH2:1][c:4]1[cH:5][cH:6][c:7](-[c:10]2[n:11][cH:12][cH:13][c:14]3[c:15]([CH2:20][C:21](=[O:22])[O:23][CH2:24][CH3:25])[cH:16][cH:17][cH:18][c:19]23)[cH:8][cH:9]1. Yields the product Cc1cc(C#N)cc(C)c1Oc1nc(Nc2ccc(C#N)cc2)nc2c(Br)cn(C)c12. Reaction SMILES: [C:1](#[N:2])[c:3]1[cH:4][cH:5][c:6]([NH:9][c:10]2[n:11][c:12]([O:20][c:21]3[c:22]([CH3:30])[cH:23][c:24]([C:25]#[N:26])[cH:27][c:28]3[CH3:29])[c:13]3[c:14]([n:15]2)[cH:16][cH:17][n:18]3[CH3:19])[cH:7][cH:8]1.[Cl:39][CH2:40][Cl:41].[O:31]=[C:32]1[N:33]([Br:38])[C:34](=[O:35])[CH2:36][CH2:37]1>>[C:1](#[N:2])[c:3]1[cH:4][cH:5][c:6]([NH:9][c:10]2[n:11][c:12]([O:20][c:21]3[c:22]([CH3:30])[cH:23][c:24]([C:25]#[N:26])[cH:27][c:28]3[CH3:29])[c:13]3[c:14]([n:15]2)[c:16]([Br:38])[cH:17][n:18]3[CH3:19])[cH:7][cH:8]1. Reactants: Cc1cc(C#N)cc(C)c1Oc1nc(Nc2ccc(C#N)cc2)nc2ccn(C)c12, ClCCl, O=C1CCC(=O)N1Br. Product: C(C)(=O)C1=C(C(=C(CSC2=NN=C(S2)SCCCCC(=O)O)C=C1)CCC)O (5-[[5-[(4-acetyl-3-hydroxy-2-propylbenzyl)thio]-1,3,4-thiadiazol-2-yl]thio]valeric acid). Procedure details: In 2 ml of 90% methanol was dissolved 0.20 g of ethyl 5-[[5-[(4-acetyl-3-hydroxy-2-propylbenzyl)thio]-1,3,4-thiadiazol-2-yl]thio]valerate obtained in Example 9 with heating at 60° C. Further 1.5 ml of a 1N aqueous sodium hydroxide solution was added to the solution followed by stirring at 60° C. for 30 minutes. An aqueous sodium hydroxide solution and ethyl acetate were added to the reaction solution to fractionate. The aqueous phase was made acidic with 2N hydrochloric acid and extracted with e... Reactants: Cl (hydrochloric acid), C(C)(=O)C1=C(C(=C(CSC2=NN=C(S2)SCCCCC(=O)OCC)C=C1)CCC)O (ethyl 5-[[5-[(4-acetyl-3-hydroxy-2-propylbenzyl)thio]-1,3,4-thiadiazol-2-yl]thio]valerate), [OH-].[Na+] (sodium hydroxide), [OH-].[Na+] (sodium hydroxide), C(C)(=O)OCC (ethyl acetate). Conditions: temperature 60 celsius, time 30 minute. Reaction SMILES: [C:1]([C:4]1[CH:26]=[CH:25][C:7]([CH2:8][S:9][C:10]2[S:14][C:13]([S:15][CH2:16][CH2:17][CH2:18][CH2:19][C:20]([O:22]CC)=[O:21])=[N:12][N:11]=2)=[C:6]([CH2:27][CH2:28][CH3:29])[C:5]=1[OH:30])(=[O:3])[CH3:2].[OH-].[Na+].C(OCC)(=O)C.Cl>CO>[C:1]([C:4]1[CH:26]=[CH:25][C:7]([CH2:8][S:9][C:10]2[S:14][C:13]([S:15][CH2:16][CH2:17][CH2:18][CH2:19][C:20]([OH:22])=[O:21])=[N:12][N:11]=2)=[C:6]([CH2:27][CH2:28][CH3:29])[C:5]=1[OH:30])(=[O:3])[CH3:2] |f:1.2|. Run in CO (methanol). Yield: 95.7%.